This data is from the Open Reaction Database (ORD), a public repository of structured organic reaction records. The task is: describe an organic reaction: reactants, conditions, products, and yield Reactants: FC1=C(C=CC(=C1)C=1C=2C3=C(C(NC2C(=CC1OC)C)=O)SC=C3)C(CN(C(OC(C)(C)C)=O)C)C(C)C (tert-butyl 2-(2-fluoro-4-(8-methoxy-6-methyl-4-oxo-4,5-dihydrothieno[2,3-c]quinolin-9-yl)phenyl)-3-methylbutyl(methyl)carbamate), Cl (HCl). The product is Cl.FC=1C=C(C=CC1C(CNC)C(C)C)C=1C=2C3=C(C(NC2C(=CC1OC)C)=O)SC=C3 (9-(3-Fluoro-4-(3-methyl-1-(methylamino)butan-2-yl)phenyl)-8-methoxy-6-methylthieno[2,3-c]quinolin-4(5H)-one Hydrochloride). As a reaction SMILES: [F:1][C:2]1[CH:7]=[C:6]([C:8]2[C:9]3[C:10]4[CH:24]=[CH:23][S:22][C:11]=4[C:12](=[O:21])[NH:13][C:14]=3[C:15]([CH3:20])=[CH:16][C:17]=2[O:18][CH3:19])[CH:5]=[CH:4][C:3]=1[CH:25]([CH:36]([CH3:38])[CH3:37])[CH2:26][N:27](C)[C:28](=O)OC(C)(C)C.[ClH:39]>CCOCC>[ClH:39].[F:1][C:2]1[CH:7]=[C:6]([C:8]2[C:9]3[C:10]4[CH:24]=[CH:23][S:22][C:11]=4[C:12](=[O:21])[NH:13][C:14]=3[C:15]([CH3:20])=[CH:16][C:17]=2[O:18][CH3:19])[CH:5]=[CH:4][C:3]=1[CH:25]([CH:36]([CH3:38])[CH3:37])[CH2:26][NH:27][CH3:28] |f:3.4|. Solvent: CCOCC (ether). Yield: 70.0%. Procedure: Following General Procedure D1, tert-butyl 2-(2-fluoro-4-(8-methoxy-6-methyl-4-oxo-4,5-dihydrothieno[2,3-c]quinolin-9-yl)phenyl)-3-methylbutyl(methyl)carbamate (100 mg, 0.18 mmol) was reacted with HCl in ether (6 mL) to afford the desired product (55 mg, 70%) as an off-white solid: ESI MS m/z 439 [C25H27FN2O2S+H]+